From a dataset of the Open Reaction Database (ORD), a public repository of structured organic reaction records. describe an organic reaction: reactants, conditions, products, and yield Starting materials: N(=O)[O-].[Na+] (sodium nitrite), C(C)OC(C)=O (Ethylacetate), [I-].[K+] (potassium iodide), BrC1=C(C=C(C(=C1)Cl)F)N (2-bromo-4-chloro-5-fluoro-phenylamine). Solvent: O (water), O (water), O (water), S(O)(O)(=O)=O (sulfuric acid). Conditions: temperature 0 celsius, time 1 hour. The product is BrC1=C(C=C(C(=C1)Cl)F)I (1-Bromo-5-chloro-4-fluoro-2-iodo-benzene). Reaction SMILES: [Br:1][C:2]1[CH:7]=[C:6]([Cl:8])[C:5]([F:9])=[CH:4][C:3]=1N.N([O-])=O.[Na+].[I-:15].[K+].C(OC(=O)C)C>O.S(=O)(=O)(O)O>[Br:1][C:2]1[CH:7]=[C:6]([Cl:8])[C:5]([F:9])=[CH:4][C:3]=1[I:15] |f:1.2,3.4|. Reported procedure: 99 mmol of 2-bromo-4-chloro-5-fluoro-phenylamine [120694-11-3] is dissolved in 700 ml of water and 100 ml of concentrated sulfuric acid. The solution is cooled to 0° C. and 109 mmol of sodium nitrite dissolved in 30 ml of water is added. The mixture is stirred for 1 hour at 5-10° C. then a solution of 130 mmol of potassium iodide in 100 ml of water is added slowly whilst the mixture is vigorously stirred. After addition, the mixture is allowed to warm to room temperature. Ethylacetate is added a...